From a dataset of the Open Reaction Database (ORD), a public repository of structured organic reaction records. describe an organic reaction: reactants, conditions, products, and yield Starting materials: CC(=O)O, CCO, O=C1OC2CC3CC(C2)OC1O3, [Na], O. Yields the product OC1OC2CC3CC(C2)OC1O3. RXN SMILES: [CH3:15][C:16](=[O:17])[OH:18].[CH3:19][CH2:20][OH:21].[CH:1]12[O:2][C:3](=[O:12])[CH:4]3[O:5][CH:6]([CH2:7][CH:8]([CH2:9]1)[O:10]3)[CH2:11]2.[Na:13].[OH2:14]>>[CH:1]12[O:2][CH:3]([OH:12])[CH:4]3[O:5][CH:6]([CH2:7][CH:8]([CH2:9]1)[O:10]3)[CH2:11]2.